describe an organic reaction: reactants, conditions, products, and yield From a dataset of the Open Reaction Database (ORD), a public repository of structured organic reaction records. Procedure details: 66 g (0.1 mol) of 1-(2,4,6-trichlorophenyl)-3-[α-(2,4-di-tert-amylphenoxy)butyramido]-4-bromo-5-oxo-2-pyrazoline and 27.2 g (0.4 mol) of imidazole were well mixed with each other in a mortar, then stirred for 2 hours under heating to 100° C. To the reaction mixture was added 200 ml of methanol to prepare a solution. Then 1 liter of ethyl acetate was added thereto, followed by washing several times with water. The ethyl acetate layer was dried with anhydrous sodium sulfate, and concentrated. Upon... The solvent is C(C)(=O)OCC (ethyl acetate). The reactants are ClC1=C(C(=CC(=C1)Cl)Cl)N1N=C(C(C1=O)Br)NC(C(CC)OC1=C(C=C(C=C1)C(C)(C)CC)C(C)(C)CC)=O (1-(2,4,6-trichlorophenyl)-3-[α-(2,4-di-tert-amylphenoxy)butyramido]-4-bromo-5-oxo-2-pyrazoline), N1C=NC=C1 (imidazole), CO (methanol). RXN SMILES: [Cl:1][C:2]1[CH:7]=[C:6]([Cl:8])[CH:5]=[C:4]([Cl:9])[C:3]=1[N:10]1[C:14](=[O:15])[CH:13](Br)[C:12]([NH:17][C:18](=[O:39])[CH:19]([O:22][C:23]2[CH:28]=[CH:27][C:26]([C:29]([CH2:32][CH3:33])([CH3:31])[CH3:30])=[CH:25][C:24]=2[C:34]([CH2:37][CH3:38])([CH3:36])[CH3:35])[CH2:20][CH3:21])=[N:11]1.[NH:40]1[CH:44]=[CH:43][N:42]=[CH:41]1.CO>C(OCC)(=O)C>[Cl:1][C:2]1[CH:7]=[C:6]([Cl:8])[CH:5]=[C:4]([Cl:9])[C:3]=1[N:10]1[C:14](=[O:15])[CH:13]([N:40]2[CH:44]=[CH:43][N:42]=[CH:41]2)[C:12]([NH:17][C:18](=[O:39])[CH:19]([O:22][C:23]2[CH:28]=[CH:27][C:26]([C:29]([CH2:32][CH3:33])([CH3:31])[CH3:30])=[CH:25][C:24]=2[C:34]([CH2:37][CH3:38])([CH3:36])[CH3:35])[CH2:20][CH3:21])=[N:11]1. Conditions: temperature 100 celsius, time 2 hour. Product: ClC1=C(C(=CC(=C1)Cl)Cl)N1N=C(C(C1=O)N1C=NC=C1)NC(C(CC)OC1=C(C=C(C=C1)C(C)(C)CC)C(C)(C)CC)=O (1-(2,4,6-Trichlorophenyl)-3-[α-(2,4-di-tert-amylphenoxy)butyramido]-4-(1-imidazolyl)-5-oxo-2-pyrazoline). Reactants: FC1=CC=C2C(C(NC2=C1)=O)CCCCOS(=O)(=O)C (6-fluoro-3-(4-mesyloxybutyl)-1,3-dihydro-2H-indol-2-one), N1=C(C=CC=C1)N1CCNCC1 (1-(pyridin-2-yl)-piperazine). Product: FC1=CC=C2C(C(NC2=C1)=O)CCCCN1CCN(CC1)C1=NC=CC=C1 (6-Fluoro-3-[4-(4-pyridin-2-yl-piperazine-1-yl)-butyl]-1,3-dihydro-2H-indol-2-one). Reaction SMILES: [F:1][C:2]1[CH:10]=[C:9]2[C:5]([CH:6]([CH2:12][CH2:13][CH2:14][CH2:15]OS(C)(=O)=O)[C:7](=[O:11])[NH:8]2)=[CH:4][CH:3]=1.[N:21]1[CH:26]=[CH:25][CH:24]=[CH:23][C:22]=1[N:27]1[CH2:32][CH2:31][NH:30][CH2:29][CH2:28]1>>[F:1][C:2]1[CH:10]=[C:9]2[C:5]([CH:6]([CH2:12][CH2:13][CH2:14][CH2:15][N:30]3[CH2:31][CH2:32][N:27]([C:22]4[CH:23]=[CH:24][CH:25]=[CH:26][N:21]=4)[CH2:28][CH2:29]3)[C:7](=[O:11])[NH:8]2)=[CH:4][CH:3]=1. Procedure details: The title compound is prepared according to process B by applying processing method 1 starting from 6-fluoro-3-(4-mesyloxybutyl)-1,3-dihydro-2H-indol-2-one and 1-(pyridin-2-yl)-piperazine. Starting materials: BrC=1C=NC=2N(C1)N=C(C2C2=NC=CC=C2)N (6-Bromo-3-pyridin-2-yl-pyrazolo[1,5-a]pyrimidin-2-ylamine), ClCCl (dichloromethane), OC1=CC=C(C=C1)B(O)O (4-hydroxyphenylboronic acid), C(=O)([O-])[O-].[Na+].[Na+] (Na2CO3). Solvent: CN(C)C=O (DMF). Reaction conditions: temperature 120 celsius. Product: NC1=NN2C(N=CC(=C2)C2=CC=C(C=C2)O)=C1C1=NC=CC=C1 (4-(2-Amino-3-pyridin-2-yl-pyrazolo[1,5-a]pyrimidin-6-yl)-phenol). Yield: 67.9%. As a reaction SMILES: Br[C:2]1[CH:3]=[N:4][C:5]2[N:6]([N:8]=[C:9]([NH2:17])[C:10]=2[C:11]2[CH:16]=[CH:15][CH:14]=[CH:13][N:12]=2)[CH:7]=1.[OH:18][C:19]1[CH:24]=[CH:23][C:22](B(O)O)=[CH:21][CH:20]=1.C([O-])([O-])=O.[Na+].[Na+].ClCCl>CN(C=O)C>[NH2:17][C:9]1[C:10]([C:11]2[CH:16]=[CH:15][CH:14]=[CH:13][N:12]=2)=[C:5]2[N:4]=[CH:3][C:2]([C:22]3[CH:23]=[CH:24][C:19]([OH:18])=[CH:20][CH:21]=3)=[CH:7][N:6]2[N:8]=1 |f:2.3.4|. Procedure: 6-Bromo-3-pyridin-2-yl-pyrazolo[1,5-a]pyrimidin-2-ylamine (50 mg, 0.17 mmol) and 4-hydroxyphenylboronic acid (48 mg, 0.35 mmol) were suspended in dry DMF (1.4 ml). Aqueous 2M Na2CO3 (0.346 mL, 0.69 mmol) was added and the reaction mixture was degassed. [1,1-Bis(diphenylphosphino)ferrocene]dichloropalladium(II) complex in dichloromethane (1:1 ratio, 8 mg, 0.010 mmol) was added and the mixture was heated in a microwave at 120° C. for 20 minutes. After allowing the reaction to cool down to room tem... Reactants: CCOCC, CC#N, NOc1ccc([N+](=O)[O-])cc1[N+](=O)[O-], c1cc2c(cn1)CCO2. Yields the product O=[N+]([O-])c1ccc([O-])c([N+](=O)[O-])c1, N[n+]1ccc2c(c1)CCO2. As a reaction SMILES: [CH3:24][CH2:25][O:26][CH2:27][CH3:28].[CH3:29][C:30]#[N:31].[NH2:10][O:11][c:12]1[c:13]([N+:21](=[O:22])[O-:23])[cH:14][c:15]([N+:18](=[O:19])[O-:20])[cH:16][cH:17]1.[O:1]1[CH2:2][CH2:3][c:4]2[cH:5][n:6][cH:7][cH:8][c:9]21>>[O-:11][c:12]1[c:13]([N+:21](=[O:22])[O-:23])[cH:14][c:15]([N+:18](=[O:19])[O-:20])[cH:16][cH:17]1.[O:1]1[CH2:2][CH2:3][c:4]2[cH:5][n+:6]([NH2:10])[cH:7][cH:8][c:9]21. Reactants: prostacyclin methyl ester, aqueous solution, [OH-].[Na+] (sodium hydroxide), [Na] (sodium), CCCCC[C@@H](/C=C/[C@H]1[C@@H](C[C@H]2[C@@H]1C/C(=C/CCCC(=O)O)/O2)O)O (prostacyclin). Solvent: C(C)O (ethanol). The product is CCCCC[C@@H](/C=C/[C@H]1[C@@H](C[C@H]2[C@@H]1C/C(=C/CCCC(=O)[O-])/O2)O)O.[Na+] (prostacyclin sodium salt). As a reaction SMILES: [OH-].[Na+:2].[Na].[CH3:4][CH2:5][CH2:6][CH2:7][CH2:8][C@H:9]([OH:28])/[CH:10]=[CH:11]/[C@@H:12]1[C@H:16]2[CH2:17]/[C:18](/[O:26][C@H:15]2[CH2:14][C@H:13]1[OH:27])=[CH:19]/[CH2:20][CH2:21][CH2:22][C:23]([OH:25])=[O:24]>C(O)C>[CH3:4][CH2:5][CH2:6][CH2:7][CH2:8][C@H:9]([OH:28])/[CH:10]=[CH:11]/[C@@H:12]1[C@H:16]2[CH2:17]/[C:18](/[O:26][C@H:15]2[CH2:14][C@H:13]1[OH:27])=[CH:19]/[CH2:20][CH2:21][CH2:22][C:23]([O-:25])=[O:24].[Na+:2] |f:0.1,5.6,^1:2|. Procedure: 5 mg of prostacyclin methyl ester was stirred at room temperature for 8 hours in 0.2 ml of a 0.35M aqueous solution of sodium hydroxide and 0.2 ml of ethanol to prepare an aqueous solution of a sodium salt of prostacyclin. Reactants: CC1=NOC(=C1C)NS(=O)(=O)C1=CC=CC2=C(C=CC=C12)NCCCCCC1=CC=CC=C1 (N-(3,4-Dimethyl-5-isoxazolyl)-5-[(5-phenylpentyl)amino]-1-naphthalenesufonamide), [Na] (sodium). The product is CC1=NOC(=C1C)NS(=O)(=O)C1=CC=CC2=C(C=CC=C12)NCCC(C1=CC=CC=C1)C1=CC=CC=C1 (N-(3,4-Dimethyl-5-isoxazolyl)-5-[(3,3-diphenylpropyl)amino]-1-naphthalenesufonamide). Reaction SMILES: [CH3:1][C:2]1[C:6]([CH3:7])=[C:5]([NH:8][S:9]([C:12]2[C:21]3[C:16](=[C:17]([NH:22][CH2:23][CH2:24][CH2:25][CH2:26][CH2:27]C4C=CC=CC=4)[CH:18]=[CH:19][CH:20]=3)[CH:15]=[CH:14][CH:13]=2)(=[O:11])=[O:10])[O:4][N:3]=1.[Na]>>[CH3:1][C:2]1[C:6]([CH3:7])=[C:5]([NH:8][S:9]([C:12]2[C:21]3[C:16](=[C:17]([NH:22][CH2:23][CH2:24][CH:25]([C:26]4[CH:27]=[CH:5][CH:6]=[CH:2][CH:1]=4)[C:12]4[CH:21]=[CH:16][CH:15]=[CH:14][CH:13]=4)[CH:18]=[CH:19][CH:20]=3)[CH:15]=[CH:14][CH:13]=2)(=[O:10])=[O:11])[O:4][N:3]=1 |^1:33|. Procedure: N-(3,4-Dimethyl-5-isoxazolyl)-5-[(5-phenylpentyl)amino]-1-naphthalenesufonamide, sodium salt. Starting materials: CC1=C(NC(N1C1=CC(=CC=C1)C(F)(F)F)=O)C=1N(C=CN1)C1=CC=C(C#N)C=C1 (4-[5′-Methyl-2′-oxo-1′-(3-trifluoromethyl-phenyl)-2′,3′-dihydro-1′H-[2,4′]biimidazolyl-1-yl]-benzonitrile), CCN(C(C)C)C(C)C (DIPEA), C1(CCCC1)N=C=O (cyclopentyl isocyanate). Solvent: C(Cl)Cl (DCM). Conditions: temperature 45 celsius, time 24 hour. The product is C1(CCCC1)NC(=O)N1C(N(C(=C1C=1N(C=CN1)C1=CC=C(C=C1)C#N)C)C1=CC(=CC=C1)C(F)(F)F)=O (1-(4-Cyano-phenyl)-5′-methyl-2′-oxo-1′-(3-trifluoromethyl-phenyl)-1′,2′-dihydro-1H-[2,4]biimidazolyl-3′-carboxylic acid cyclopentylamide). Isolated yield 73.9%. Reaction SMILES: [CH3:1][C:2]1[N:6]([C:7]2[CH:12]=[CH:11][CH:10]=[C:9]([C:13]([F:16])([F:15])[F:14])[CH:8]=2)[C:5](=[O:17])[NH:4][C:3]=1[C:18]1[N:19]([C:23]2[CH:30]=[CH:29][C:26]([C:27]#[N:28])=[CH:25][CH:24]=2)[CH:20]=[CH:21][N:22]=1.CCN(C(C)C)C(C)C.[CH:40]1([N:45]=[C:46]=[O:47])[CH2:44][CH2:43][CH2:42][CH2:41]1>C(Cl)Cl>[CH:40]1([NH:45][C:46]([N:4]2[C:3]([C:18]3[N:19]([C:23]4[CH:24]=[CH:25][C:26]([C:27]#[N:28])=[CH:29][CH:30]=4)[CH:20]=[CH:21][N:22]=3)=[C:2]([CH3:1])[N:6]([C:7]3[CH:12]=[CH:11][CH:10]=[C:9]([C:13]([F:16])([F:15])[F:14])[CH:8]=3)[C:5]2=[O:17])=[O:47])[CH2:44][CH2:43][CH2:42][CH2:41]1. Reported procedure: 4-[5′-Methyl-2′-oxo-1′-(3-trifluoromethyl-phenyl)-2′,3′-dihydro-1′H-[2,4′]biimidazolyl-1-yl]-benzonitrile (Example 59, 108 mg, 0.26 mmol) was suspended in dry DCM (5 ml) and DIPEA (130 μl, 3 eq.) was added followed by cyclopentyl isocyanate (90 μl, 88 mg, 0.79 mmol). The mixture was heated and stirred at 45° C. for 24 h. The solvent was removed in vacuo and the residue purified by chromatography eluting with EtOAc, thereby yielding the title compound (100 mg, 73%). Starting materials: C(C=C)C(CO[SiH2]C1=CC=C(C=C1)I)CC=C (4-(diallylethoxysilyl)iodobenzene), C(=O)([O-])[O-].[K+].[K+] (K2CO3), COC1=CC=C(C=C1)B(O)O (4-methoxyphenyl boronic acid), resultant mixture. Reagents/catalysts: C=1C=CC(=CC1)[P](C=2C=CC=CC2)(C=3C=CC=CC3)[Pd]([P](C=4C=CC=CC4)(C=5C=CC=CC5)C=6C=CC=CC6)([P](C=7C=CC=CC7)(C=8C=CC=CC8)C=9C=CC=CC9)[P](C=1C=CC=CC1)(C=1C=CC=CC1)C=1C=CC=CC1 (Pd(PPh3)4). Run in C1(=CC=CC=C1)C (toluene). The product is C(C=C)[Si](C1=CC=C(C=C1)C1=CC=C(C=C1)OC)(O)CC=C (4-(diallylhydroxysilyl)-4′-methoxybiphenyl). Yield: 54.0%. Reaction SMILES: C(C(CC=C)C[O:6][SiH2:7][C:8]1[CH:13]=[CH:12][C:11](I)=[CH:10][CH:9]=1)C=C.C([O-])([O-])=O.[K+].[K+].[CH3:24][O:25][C:26]1[CH:31]=[CH:30][C:29](B(O)O)=[CH:28][CH:27]=1>C1C=CC([P]([Pd]([P](C2C=CC=CC=2)(C2C=CC=CC=2)C2C=CC=CC=2)([P](C2C=CC=CC=2)(C2C=CC=CC=2)C2C=CC=CC=2)[P](C2C=CC=CC=2)(C2C=CC=CC=2)C2C=CC=CC=2)(C2C=CC=CC=2)C2C=CC=CC=2)=CC=1.C1(C)C=CC=CC=1>[CH2:13]([Si:7]([CH2:12][CH:11]=[CH2:10])([OH:6])[C:8]1[CH:9]=[CH:10][C:11]([C:29]2[CH:30]=[CH:31][C:26]([O:25][CH3:24])=[CH:27][CH:28]=2)=[CH:12][CH:13]=1)[CH:8]=[CH2:9] |f:1.2.3,^1:38,40,59,78|. Procedure details: A mixture of the 4-(diallylhydroxysilyl)iodobenzene (151 mg, 0.46 mmol) obtained in Example 17, Pd(PPh3)4 (15.9 mg, 0.014 mmol), K2CO3 (94.8 mg, 0.69 mmol), and 4-methoxyphenyl boronic acid (83.4 mg, 0.55 mmol) was added with dist.toluene (5 mL). Subsequently, the resultant mixture was stirred under a nitrogen atmosphere at 80° C. for 38 hours to obtain a reaction mixture. Thereafter, a salt formed in the reaction mixture was removed by filtering with celite. The solvent was distilled from the o... Yields the product CON1C(C)(C)CC(CCCCNc2nc(NCCCCCC(=O)O)nc(NCCCCC3CC(C)(C)N(OC)C(C)(C)C3)n2)CC1(C)C. The reactants are CON1C(C)(C)CC(CCCCNc2nc(Cl)nc(NCCCCC3CC(C)(C)N(OC)C(C)(C)C3)n2)CC1(C)C, NCCCCCC(=O)[O-], [Na+]. RXN SMILES: [Cl:1][c:2]1[n:3][c:4]([NH:25][CH2:26][CH2:27][CH2:28][CH2:29][CH:30]2[CH2:31][C:32]([CH3:40])([CH3:41])[N:33]([O:38][CH3:39])[C:34]([CH3:36])([CH3:37])[CH2:35]2)[n:5][c:6]([NH:8][CH2:9][CH2:10][CH2:11][CH2:12][CH:13]2[CH2:14][C:15]([CH3:23])([CH3:24])[N:16]([O:21][CH3:22])[C:17]([CH3:19])([CH3:20])[CH2:18]2)[n:7]1.[NH2:42][CH2:43][CH2:44][CH2:45][CH2:46][CH2:47][C:48](=[O:49])[O-:50].[Na+:51]>>[c:2]1([NH:42][CH2:43][CH2:44][CH2:45][CH2:46][CH2:47][C:48](=[O:49])[OH:50])[n:3][c:4]([NH:25][CH2:26][CH2:27][CH2:28][CH2:29][CH:30]2[CH2:31][C:32]([CH3:40])([CH3:41])[N:33]([O:38][CH3:39])[C:34]([CH3:36])([CH3:37])[CH2:35]2)[n:5][c:6]([NH:8][CH2:9][CH2:10][CH2:11][CH2:12][CH:13]2[CH2:14][C:15]([CH3:23])([CH3:24])[N:16]([O:21][CH3:22])[C:17]([CH3:19])([CH3:20])[CH2:18]2)[n:7]1.